This data is from the Open Reaction Database (ORD), a public repository of structured organic reaction records. The task is: describe an organic reaction: reactants, conditions, products, and yield Starting materials: CN1N=CC(=C1)C=1C=NC(=NC1)N1C=C(C2=CC=C(C=C12)C(=O)N1CCOCC1)SC ((1-(5-(1-Methyl-1H-pyrazol-4-yl)pyrimidin-2-yl)-3-(methylthio)-1H-indol-6-yl)(morpholino)methanone), ClC=1C=C(C(=O)OO)C=CC1 (m-chloroperoxybenzoic acid), COC1=CC(=NC=C1)C=1C=NC(=NC1)N1C=C(C2=CC=C(C=C12)C(=O)N1CCOCC1)S(=O)C ((1-(5-(4-Methoxypyridin-2-yl)pyrimidin-2-yl)-3-(methylsulfinyl)-1H-indol-6-yl)(morpholino)methanone). Yields the product CN1N=CC(=C1)C=1C=NC(=NC1)N1C=C(C2=CC=C(C=C12)C(=O)N1CCOCC1)S(=O)C ((1-(5-(1-Methyl-1H-pyrazol-4-yl)pyrimidin-2-yl)-3-(methylsulfinyl)-1H-indol-6-yl)(morpholino)methanone). RXN SMILES: [CH3:1][N:2]1[CH:6]=[C:5]([C:7]2[CH:8]=[N:9][C:10]([N:13]3[C:21]4[C:16](=[CH:17][CH:18]=[C:19]([C:22]([N:24]5[CH2:29][CH2:28][O:27][CH2:26][CH2:25]5)=[O:23])[CH:20]=4)[C:15]([S:30][CH3:31])=[CH:14]3)=[N:11][CH:12]=2)[CH:4]=[N:3]1.ClC1C=C(C=CC=1)C(OO)=[O:37].COC1C=CN=C(C2C=NC(N3C4C(=CC=C(C(N5CCOCC5)=O)C=4)C(S(C)=O)=C3)=NC=2)C=1>>[CH3:1][N:2]1[CH:6]=[C:5]([C:7]2[CH:8]=[N:9][C:10]([N:13]3[C:21]4[C:16](=[CH:17][CH:18]=[C:19]([C:22]([N:24]5[CH2:25][CH2:26][O:27][CH2:28][CH2:29]5)=[O:23])[CH:20]=4)[C:15]([S:30]([CH3:31])=[O:37])=[CH:14]3)=[N:11][CH:12]=2)[CH:4]=[N:3]1. Reported procedure: The compound obtained in 148a) (380 mg, 0.921 mmol, 1.0 eq) was oxidized with m-chloroperoxybenzoic acid in analogy to the instructions from 141c). White solid. Yield: 150 mg (36% of theory). Melting range: 208-212° C. HPLC (method 6): Rt=7.51 min. Mass spectroscopy: m/z: [M+H]+=451.2. The reactants are ClC(c1ccccc1)(c1ccccc1)c1ccccc1, CCOc1ccc(Cc2cc(C3OC(CO)C(O)C(O)C3O)ccc2Cl)cc1, O, c1ccncc1. Product: CCOc1ccc(Cc2cc(C3OC(COC(c4ccccc4)(c4ccccc4)c4ccccc4)C(O)C(O)C3O)ccc2Cl)cc1. Reaction SMILES: [C:29]([c:30]1[cH:31][cH:32][cH:33][cH:34][cH:35]1)([c:36]1[cH:37][cH:38][cH:39][cH:40][cH:41]1)([c:42]1[cH:43][cH:44][cH:45][cH:46][cH:47]1)[Cl:48].[Cl:1][c:2]1[c:3]([CH2:19][c:20]2[cH:21][cH:22][c:23]([O:26][CH2:27][CH3:28])[cH:24][cH:25]2)[cH:4][c:5]([CH:8]2[O:9][CH:10]([CH2:17][OH:18])[CH:11]([OH:16])[CH:12]([OH:15])[CH:13]2[OH:14])[cH:6][cH:7]1.[OH2:55].[cH:49]1[cH:50][cH:51][n:52][cH:53][cH:54]1>>[Cl:1][c:2]1[c:3]([CH2:19][c:20]2[cH:21][cH:22][c:23]([O:26][CH2:27][CH3:28])[cH:24][cH:25]2)[cH:4][c:5]([CH:8]2[O:9][CH:10]([CH2:17][O:18][C:29]([c:30]3[cH:31][cH:32][cH:33][cH:34][cH:35]3)([c:36]3[cH:37][cH:38][cH:39][cH:40][cH:41]3)[c:42]3[cH:43][cH:44][cH:45][cH:46][cH:47]3)[CH:11]([OH:16])[CH:12]([OH:15])[CH:13]2[OH:14])[cH:6][cH:7]1. Reactants: CO, ClCc1cccnc1, Cl, COc1cc(N)ccc1S, [Na+], [OH-]. Product: COc1cc(N)ccc1SCc1cccnc1. Reaction SMILES: [CH3:22][OH:23].[Cl:14][CH2:15][c:16]1[cH:17][n:18][cH:19][cH:20][cH:21]1.[ClH:13].[NH2:1][c:2]1[cH:3][c:4]([O:9][CH3:10])[c:5]([SH:8])[cH:6][cH:7]1.[Na+:12].[OH-:11]>>[NH2:1][c:2]1[cH:3][c:4]([O:9][CH3:10])[c:5]([S:8][CH2:15][c:16]2[cH:17][n:18][cH:19][cH:20][cH:21]2)[cH:6][cH:7]1.